This data is from the Open Reaction Database (ORD), a public repository of structured organic reaction records. The task is: describe an organic reaction: reactants, conditions, products, and yield Reactants: CCCCc1noc(C)c1CN, CS(C)=O, CCN(C(C)C)C(C)C, COC(=O)c1ccc(Cl)nc1. Product: CCCCc1noc(C)c1CNc1ccc(C(=O)OC)cn1. Reaction SMILES: [CH2:1]([CH2:2][CH2:3][CH3:4])[c:5]1[n:6][o:7][c:8]([CH3:12])[c:9]1[CH2:10][NH2:11].[CH3:33][S:34]([CH3:35])=[O:36].[CH:24]([N:25]([CH2:26][CH3:27])[CH:28]([CH3:29])[CH3:30])([CH3:31])[CH3:32].[Cl:13][c:14]1[n:15][cH:16][c:17]([C:18](=[O:19])[O:20][CH3:21])[cH:22][cH:23]1>>[CH2:1]([CH2:2][CH2:3][CH3:4])[c:5]1[n:6][o:7][c:8]([CH3:12])[c:9]1[CH2:10][NH:11][c:14]1[n:15][cH:16][c:17]([C:18](=[O:19])[O:20][CH3:21])[cH:22][cH:23]1. The reactants are N1(CCNCC1)C(=O)OCC1=CC=CC=C1 (Benzyl 1-piperazinecarboxylate), N1=CC=CC=C1 (pyridine), CS(=O)(=O)Cl (methanesulfonyl chloride). The solvent is C(C)(=O)OCC (ethyl acetate). Run at temperature 0 celsius, time 30 minute. The product is CS(=O)(=O)N1CCNCC1 ((Methylsulfonyl)piperazine). RXN SMILES: [N:1]1(C(OCC2C=CC=CC=2)=O)[CH2:6][CH2:5][NH:4][CH2:3][CH2:2]1.N1C=CC=CC=1.[CH3:23][S:24](Cl)(=[O:26])=[O:25]>C(OCC)(=O)C>[CH3:23][S:24]([N:1]1[CH2:6][CH2:5][NH:4][CH2:3][CH2:2]1)(=[O:26])=[O:25]. Procedure: Benzyl 1-piperazinecarboxylate (2.03 g, 9.22 mmol) was dissolved in pyridine (23.0 mL, 9.22 mmol) and cooled to 0° C. before methanesulfonyl chloride (2.85 mL, 36.9 mmol) was added. The reaction mixture was stirred at 0° C. for 30 minutes and warmed to RT for 2 h. The reaction mixture was diluted with 75 mL of ethyl acetate, added to a separation funnel, partitioned with 3 N HCl (aqueous), washed 3× with 50 mL of 3 N HCl (aqueous), and separated, before the aqueous layer was extracted 3× with ch... Starting materials: [C@@H]12CNCC[C@H]2CN1C1=NC(=NC(=C1)C)N(C)C ((1R,6S)-[4-(3,8-diaza-bicyclo[4.2.0]oct-8-yl)-6-methyl-pyrimidin-2-yl]-dimethyl-amine), FC=1C=CC(=C(C(=O)O)C1)N1N=CC=N1 (5-fluoro-2-[1,2,3]triazol-2-yl-benzoic acid), S1C(=CC=C1)C1=C(C(=O)O)C=CC=C1 (2-thiophen-2-yl-benzoic acid), CC1=NC(=NC(=C1)C)N1C[C@@H]2CCNC[C@H]12 ((1R,6S)8-(4,6-dimethyl-pyrimidin-2-yl)-3,8-diaza-bicyclo[4.2.0]octane), FC=1C=CC(=C(C(=O)O)C1)N1N=CC=N1 (5-fluoro-2-[1,2,3]triazol-2-yl-benzoic acid). Product: CN(C1=NC(=CC(=N1)N1C[C@@H]2CCN(C[C@H]12)C(=O)C1=C(C=CC(=C1)F)N1N=CC=N1)C)C ((1R,6S)-[8-(2-Dimethylamino-6-methyl-pyrimidin-4-yl)-3,8-diaza-bicyclo[4.2.0]oct-3-yl]-(5-fluoro-2-[1,2,3]triazol-2-yl-phenyl)-methanone). Reaction SMILES: [C@@H:1]12[N:8]([C:9]3[CH:14]=[C:13]([CH3:15])[N:12]=[C:11]([N:16]([CH3:18])[CH3:17])[N:10]=3)[CH2:7][C@@H:6]1[CH2:5][CH2:4][NH:3][CH2:2]2.CC1C=C(C)N=C(N2[C@@H]3[C@@H](CCNC3)C2)N=1.[F:35][C:36]1[CH:37]=[CH:38][C:39]([N:45]2[N:49]=[CH:48][CH:47]=[N:46]2)=[C:40]([CH:44]=1)[C:41](O)=[O:42].S1C=CC=C1C1C=CC=CC=1C(O)=O>>[CH3:18][N:16]([CH3:17])[C:11]1[N:10]=[C:9]([N:8]2[C@@H:1]3[C@@H:6]([CH2:5][CH2:4][N:3]([C:41]([C:40]4[CH:44]=[C:36]([F:35])[CH:37]=[CH:38][C:39]=4[N:45]4[N:49]=[CH:48][CH:47]=[N:46]4)=[O:42])[CH2:2]3)[CH2:7]2)[CH:14]=[C:13]([CH3:15])[N:12]=1. Procedure details: The title compound was prepared in a manner analogous to Example 1, substituting (1R,6S)-[4-(3,8-diaza-bicyclo[4.2.0]oct-8-yl)-6-methyl-pyrimidin-2-yl]-dimethyl-amine (Intermediate 8) for (1R,6S)8-(4,6-dimethyl-pyrimidin-2-yl)-3,8-diaza-bicyclo[4.2.0]octane and 5-fluoro-2-[1,2,3]triazol-2-yl-benzoic acid (Intermediate 13) for 2-thiophen-2-yl-benzoic acid. MS (ESI) mass calcd. for C22H25FN8O, 436.49; m/z found 437.2 [M+H]+. 1H NMR (400 MHz, CDCl3): 8.14-6.61 (m, 5H), 5.82-5.45 (m, 1H), 4.75-3.27 ... Reactants: C1=CC=CC=2C3=CC=CC=C3C(C12)=O (9-fluorenone), NN (hydrazine). The product is C1=CC=CC=2C3=CC=CC=C3C(C12)=NN (9-fluorenone hydrazone). Reaction SMILES: [CH:1]1[C:13]2[C:12](=O)[C:11]3[C:6](=[CH:7][CH:8]=[CH:9][CH:10]=3)[C:5]=2[CH:4]=[CH:3][CH:2]=1.[NH2:15][NH2:16]>>[CH:1]1[C:13]2[C:12](=[N:15][NH2:16])[C:11]3[C:6](=[CH:7][CH:8]=[CH:9][CH:10]=3)[C:5]=2[CH:4]=[CH:3][CH:2]=1. Reported procedure: Symmetrical charge transport materials can be prepared by the following procedure. In the first step a 9-fluorenone or a derivative compound reacts with an excess of hydrazine at 50-70° C. for 1-6 hours to produce a 9-fluorenone hydrazone compound or derivative thereof. Then, the 9-fluorenone hydrazone compound can be isolated and purified. In the next step, the 9-fluorenone hydrazone reacts with a linking compound having 2 aldehyde groups or ketone groups, such as OCH—CHO, a quinone derivative,... Starting materials: C(C)(C)N1N=CN=C1C=1N=C2N(CCOC3=C2C=CC(=C3)C=3C=NN(C3)C(C(=O)OCC)(C)C)C1 (Ethyl 2-(4-(2-(1-isopropyl-1H-1,2,4-triazol-5-yl)-5,6-dihydrobenzo[f]imidazo[1,2-d][1,4]oxazepin-9-yl)-1H-pyrazol-1-yl)-2-methylpropanoate), [OH-].[Li+] (lithium hydroxide). Solvent: O (water). Product: C(C)(C)N1N=CN=C1C=1N=C2N(CCOC3=C2C=CC(=C3)C=3C=NN(C3)C(C(=O)O)(C)C)C1 (2-(4-(2-(1-isopropyl-1H-1,2,4-triazol-5-yl)-5,6-dihydrobenzo[f]imidazo[1,2-d][1,4]oxazepin-9-yl)-1H-pyrazol-1-yl)-2-methylpropanoic acid). RXN SMILES: [CH:1]([N:4]1[C:8]([C:9]2[N:10]=[C:11]3[C:17]4[CH:18]=[CH:19][C:20]([C:22]5[CH:23]=[N:24][N:25]([C:27]([CH3:34])([CH3:33])[C:28]([O:30]CC)=[O:29])[CH:26]=5)=[CH:21][C:16]=4[O:15][CH2:14][CH2:13][N:12]3[CH:35]=2)=[N:7][CH:6]=[N:5]1)([CH3:3])[CH3:2].[OH-].[Li+]>O>[CH:1]([N:4]1[C:8]([C:9]2[N:10]=[C:11]3[C:17]4[CH:18]=[CH:19][C:20]([C:22]5[CH:23]=[N:24][N:25]([C:27]([CH3:33])([CH3:34])[C:28]([OH:30])=[O:29])[CH:26]=5)=[CH:21][C:16]=4[O:15][CH2:14][CH2:13][N:12]3[CH:35]=2)=[N:7][CH:6]=[N:5]1)([CH3:3])[CH3:2] |f:1.2|. Reported procedure: Ethyl 2-(4-(2-(1-isopropyl-1H-1,2,4-triazol-5-yl)-5,6-dihydrobenzo[f]imidazo[1,2-d][1,4]oxazepin-9-yl)-1H-pyrazol-1-yl)-2-methylpropanoate was treated with lithium hydroxide in water to give 216. LC/MS (ESI+): m/z 448 (M+H). 1H NMR (400 MHz, DMSO) δ 8.44 (s, 1H), 8.38 (d, J=8.4, 1H), 7.98 (s, 1H), 7.92 (s, 2H), 7.45 (dd, J=8.4, 1.8, 1H), 7.36 (d, J=1.7, 1H), 5.90 (dt, J=13.2, 6.6, 1H), 4.53 (q, J=6.0, 4H), 1.77 (s, 6H), 1.50 (d, J=6.6, 6H) Reactants: CCNCC, O=C(O)c1cccc(-c2nc(N3CCOCC3)nc3c2CCN3c2cccnc2)c1. Yields the product CCN(CC)C(=O)c1cccc(-c2nc(N3CCOCC3)nc3c2CCN3c2cccnc2)c1. As a reaction SMILES: [CH2:31]([CH3:32])[NH:33][CH2:34][CH3:35].[O:1]1[CH2:2][CH2:3][N:4]([c:7]2[n:8][c:9](-[c:22]3[cH:23][c:24]([C:25](=[O:26])[OH:27])[cH:28][cH:29][cH:30]3)[c:10]3[c:11]([n:12]2)[N:13]([c:16]2[cH:17][n:18][cH:19][cH:20][cH:21]2)[CH2:14][CH2:15]3)[CH2:5][CH2:6]1>>[O:1]1[CH2:2][CH2:3][N:4]([c:7]2[n:8][c:9](-[c:22]3[cH:23][c:24]([C:25](=[O:26])[N:33]([CH2:31][CH3:32])[CH2:34][CH3:35])[cH:28][cH:29][cH:30]3)[c:10]3[c:11]([n:12]2)[N:13]([c:16]2[cH:17][n:18][cH:19][cH:20][cH:21]2)[CH2:14][CH2:15]3)[CH2:5][CH2:6]1. The reactants are CCCC[N+](CCCC)(CCCC)CCCC, Cc1ccc2[nH]c3c(c2c1)CCN(C)CC3, [Cl-], C=Cc1cncc(Cl)c1, [Na+], [OH-]. Product: Cc1ccc2c(c1)c1c(n2CCc2cncc(Cl)c2)CCN(C)CC1. RXN SMILES: [CH2:29]([N+:30]([CH2:31][CH2:32][CH2:33][CH3:34])([CH2:35][CH2:36][CH2:37][CH3:38])[CH2:39][CH2:40][CH2:41][CH3:42])[CH2:43][CH2:44][CH3:45].[CH3:1][N:2]1[CH2:3][CH2:4][c:5]2[nH:6][c:7]3[cH:8][cH:9][c:10]([CH3:16])[cH:11][c:12]3[c:13]2[CH2:14][CH2:15]1.[Cl-:28].[Cl:17][c:18]1[cH:19][n:20][cH:21][c:22]([CH:24]=[CH2:25])[cH:23]1.[Na+:27].[OH-:26]>>[CH3:1][N:2]1[CH2:3][CH2:4][c:5]2[n:6]([CH2:25][CH2:24][c:22]3[cH:21][n:20][cH:19][c:18]([Cl:17])[cH:23]3)[c:7]3[cH:8][cH:9][c:10]([CH3:16])[cH:11][c:12]3[c:13]2[CH2:14][CH2:15]1. The reactants are solution, N1CCCCC1 (piperidine), C(=O)(OCC1C2=CC=CC=C2C2=CC=CC=C12)NC[C@@H](O)C(=O)O ((R)-Fmoc-isoserine), C(=O)C1=CC=C(C(=O)O)C=C1 (4-formylbenzoic acid), C=1C=CC2=C(C1)N=NN2O (HOBt), C(C)(C)N=C=NC(C)C (diisopropyl carbodiimide). The solvent is CN(C)C=O (DMF), C(C)#N (acetonitrile), CN1C(CCC1)=O (N-methyl-2-pyrrolidinone). Run at time 30 minute. Yields the product C(=O)C1=CC=C(C(=O)NC[C@H](C(=O)O)O)C=C1 ((R)-3-(4-Formylbenzoylamino)-2-hydroxypropionic Acid). Reaction SMILES: C([NH:18][CH2:19][C@H:20]([C:22]([OH:24])=[O:23])[OH:21])(OCC1C2C(=CC=CC=2)C2C1=CC=CC=2)=O.N1CCCCC1.[CH:31]([C:33]1[CH:41]=[CH:40][C:36]([C:37]([OH:39])=O)=[CH:35][CH:34]=1)=[O:32].C1C=CC2N(O)N=NC=2C=1.C(N=C=NC(C)C)(C)C>CN(C=O)C.CN1CCCC1=O.C(#N)C>[CH:31]([C:33]1[CH:34]=[CH:35][C:36]([C:37]([NH:18][CH2:19][C@@H:20]([OH:21])[C:22]([OH:24])=[O:23])=[O:39])=[CH:40][CH:41]=1)=[O:32]. Procedure details: To the above resin bound (R)-Fmoc-isoserine was added 500 μL of a 20% solution of piperidine in DMF. Upon shaking for 30 min, the resin was drained and washed with N-methyl-2-pyrrolidinone (6×1 mL). Then 200 μmol 4-formylbenzoic acid (30 mg) and 200 μmol HOBt (31 mg) were dissolved in N-methyl-2-pyrrolidinone (500 μL) and added to the resin followed by 200 μmol diisopropyl carbodiimide (25.2 mg) dissolved in acetonitrile (500 μL). The mixture was shaken for 4 hours at 25° C. followed by filtrati... Reactants: CCCCCCCCCCCCCCCCCC(=O)OC, [K+], CCCCCCCCCCCCCCCC(O)C(N)CO, [OH-]. Product: CCCCCCCCCCCCCCCCCC(=O)NC(CO)C(O)CCCCCCCCCCCCCCC. Reaction SMILES: [C:24]([CH2:25][CH2:26][CH2:27][CH2:28][CH2:29][CH2:30][CH2:31][CH2:32][CH2:33][CH2:34][CH2:35][CH2:36][CH2:37][CH2:38][CH2:39][CH2:40][CH3:41])(=[O:42])[O:43][CH3:44].[K+:2].[NH2:3][CH:4]([CH2:5][OH:6])[CH:7]([CH2:8][CH2:9][CH2:10][CH2:11][CH2:12][CH2:13][CH2:14][CH2:15][CH2:16][CH2:17][CH2:18][CH2:19][CH2:20][CH2:21][CH3:22])[OH:23].[OH-:1]>>[NH:3]([CH:4]([CH2:5][OH:6])[CH:7]([CH2:8][CH2:9][CH2:10][CH2:11][CH2:12][CH2:13][CH2:14][CH2:15][CH2:16][CH2:17][CH2:18][CH2:19][CH2:20][CH2:21][CH3:22])[OH:23])[C:24]([CH2:25][CH2:26][CH2:27][CH2:28][CH2:29][CH2:30][CH2:31][CH2:32][CH2:33][CH2:34][CH2:35][CH2:36][CH2:37][CH2:38][CH2:39][CH2:40][CH3:41])=[O:42].